The task is: describe an organic reaction: reactants, conditions, products, and yield. This data is from the Open Reaction Database (ORD), a public repository of structured organic reaction records. Reactants: C(=O)(O)[O-].[Na+] (NaHCO3), FC=1C(=CC2=C(N=C(S2)S(=O)C)C1)F (rac-5,6-difluoro-2-methanesulfinyl-benzothiazole), N[C@H]1CN(CC1)C(=O)C1=C(C=CC(=C1)C)C(F)(F)F (((R)-3-Amino-pyrrolidin-1-yl)-(5-methyl-2-trifluoromethyl-phenyl)-methanone), N[C@H]1CN(CC1)C(=O)C1=C(C=CC(=C1)C)C(F)(F)F (((R)-3-Amino-pyrrolidin-1-yl)-(5-methyl-2-trifluoromethyl-phenyl)-methanone). Run in CS(=O)C (dimethyl sulfoxide), O (water). Run at temperature 100 celsius, time 1 hour. Product: FC=1C(=CC2=C(N=C(S2)N[C@H]2CN(CC2)C(=O)C2=C(C=CC(=C2)C)C(F)(F)F)C1)F ([(R)-3-(5,6-Difluoro-benzothiazol-2-ylamino)-pyrrolidin-1-yl]-(5-methyl-2-trifluoromethyl-phenyl)-methanone). Yield: 47.4%. As a reaction SMILES: [F:1][C:2]1[C:3]([F:14])=[CH:4][C:5]2[S:9][C:8](S(C)=O)=[N:7][C:6]=2[CH:13]=1.[NH2:15][C@@H:16]1[CH2:20][CH2:19][N:18]([C:21]([C:23]2[CH:28]=[C:27]([CH3:29])[CH:26]=[CH:25][C:24]=2[C:30]([F:33])([F:32])[F:31])=[O:22])[CH2:17]1.C([O-])(O)=O.[Na+]>CS(C)=O.O>[F:1][C:2]1[C:3]([F:14])=[CH:4][C:5]2[S:9][C:8]([NH:15][C@@H:16]3[CH2:20][CH2:19][N:18]([C:21]([C:23]4[CH:28]=[C:27]([CH3:29])[CH:26]=[CH:25][C:24]=4[C:30]([F:33])([F:31])[F:32])=[O:22])[CH2:17]3)=[N:7][C:6]=2[CH:13]=1 |f:2.3|. Procedure details: A mixture of 30 mg (0.129 mmol) rac-5,6-difluoro-2-methanesulfinyl-benzothiazole and 70.3 mg (0.258 mmol) ((R)-3-Amino-pyrrolidin-1-yl)-(5-methyl-2-trifluoromethyl-phenyl)-methanone (intermediate 13) in 540 μL dimethyl sulfoxide was heated in a 100° C. oil-bath for 4 h. The solution was cooled to room temperature, diluted with water and basified with a saturated NaHCO3 solution. The mixture was stirred for 1 h. The solid was filtered, washed with water and dissolved in dichloromethane. The solut... The product is O=C1OC(=O)c2c1cccc2[N+](=O)[O-]. The reactants are COC(C)(C)C, CC(=O)OC(C)=O, O=C(O)c1cccc([N+](=O)[O-])c1C(=O)O. RXN SMILES: [CH3:16][O:17][C:18]([CH3:19])([CH3:20])[CH3:21].[CH3:22][C:23]([O:24][C:25](=[O:26])[CH3:27])=[O:28].[N+:1](=[O:2])([O-:3])[c:4]1[c:5]([C:13](=[O:14])[OH:15])[c:6]([C:7](=[O:8])[OH:9])[cH:10][cH:11][cH:12]1>>[N+:1](=[O:2])([O-:3])[c:4]1[c:5]2[c:6]([cH:10][cH:11][cH:12]1)[C:7](=[O:9])[O:15][C:13]2=[O:14]. Reactants: COc1ccc(-c2oc3ccccc3c2C(=O)c2ccc(C)cc2)cc1, Cl, Cl, c1ccncc1. The product is Cc1ccc(C(=O)c2c(-c3ccc(O)cc3)oc3ccccc23)cc1. Reaction SMILES: [CH3:1][O:2][c:3]1[cH:4][cH:5][c:6](-[c:9]2[o:10][c:11]3[c:12]([c:13]2[C:14]([c:15]2[cH:16][cH:17][c:18]([CH3:21])[cH:19][cH:20]2)=[O:22])[cH:23][cH:24][cH:25][cH:26]3)[cH:7][cH:8]1.[ClH:27].[ClH:34].[n:28]1[cH:29][cH:30][cH:31][cH:32][cH:33]1>>[OH:2][c:3]1[cH:4][cH:5][c:6](-[c:9]2[o:10][c:11]3[c:12]([c:13]2[C:14]([c:15]2[cH:16][cH:17][c:18]([CH3:21])[cH:19][cH:20]2)=[O:22])[cH:23][cH:24][cH:25][cH:26]3)[cH:7][cH:8]1. Reactants: C1C=2N(CCN1)C1=C(N2)C=C(C=C1)C(=O)OCC (Ethyl 1,2,3,4-tetrahydrobenzo[4,5]imidazo[1,2-a]pyrazine-8-carboxylate), C(#N)[BH3-].[Na+] (sodium cyanoborohydride), C(C)(=O)O (acetic acid), C=O (formaldehyde). Solvent: CO (methanol). Reaction conditions: time 30 minute. The product is CN1CC=2N(CC1)C1=C(N2)C=C(C=C1)C(=O)OCC (Ethyl 2-methyl-1,2,3,4-tetrahydrobenzo[4,5]imidazo[1,2-a]pyrazine-8-carboxylate). The yield is 92.0%. As a reaction SMILES: [CH2:1]1[NH:6][CH2:5][CH2:4][N:3]2[C:7]3[CH:13]=[CH:12][C:11]([C:14]([O:16][CH2:17][CH3:18])=[O:15])=[CH:10][C:8]=3[N:9]=[C:2]12.[C:19](O)(=O)C.C=O.C([BH3-])#N.[Na+]>CO>[CH3:19][N:6]1[CH2:5][CH2:4][N:3]2[C:7]3[CH:13]=[CH:12][C:11]([C:14]([O:16][CH2:17][CH3:18])=[O:15])=[CH:10][C:8]=3[N:9]=[C:2]2[CH2:1]1 |f:3.4|. Procedure details: Ethyl 1,2,3,4-tetrahydrobenzo[4,5]imidazo[1,2-a]pyrazine-8-carboxylate (0.98 g, 4.00 mmol) prepared in the Step 38-1-5 was dissolved in methanol (100 ml), and acetic acid (1.00 ml) and a 37% formaldehyde aqueous solution (1.2 ml) were added thereto. Thereafter, sodium cyanoborohydride (0.57 g, 9.07 mmol) was added to the mixture, and the resulting mixture was stirred. After 30 minutes, the mixture was concentrated under a reduced pressure. Chloroform was added to the concentrate, and the resulti... The reactants are Cl.NCC(=O)NC(C1=CC=CC=C1)C1=CC=C(C=C1)Cl (rac-2-amino-N-[(4-chloro-phenyl)-phenyl-methyl]-acetamide hydrochloride), O1N=CC=C1C(=O)O (isoxazole-5-carboxylic acid). The product is ClC1=CC=C(C=C1)C(C1=CC=CC=C1)NC(=O)CNC(=O)C1=CC=NO1 (rac-Isoxazole-5-carboxylic acid ({[(4-chloro-phenyl)-phenyl-methyl]-carbamoyl}-methyl)-amide). As a reaction SMILES: Cl.[NH2:2][CH2:3][C:4]([NH:6][CH:7]([C:14]1[CH:19]=[CH:18][C:17]([Cl:20])=[CH:16][CH:15]=1)[C:8]1[CH:13]=[CH:12][CH:11]=[CH:10][CH:9]=1)=[O:5].[O:21]1[C:25]([C:26](O)=[O:27])=[CH:24][CH:23]=[N:22]1>>[Cl:20][C:17]1[CH:18]=[CH:19][C:14]([CH:7]([NH:6][C:4]([CH2:3][NH:2][C:26]([C:25]2[O:21][N:22]=[CH:23][CH:24]=2)=[O:27])=[O:5])[C:8]2[CH:13]=[CH:12][CH:11]=[CH:10][CH:9]=2)=[CH:15][CH:16]=1 |f:0.1|. Procedure details: Prepared in analogy to example 1.12 from rac-2-amino-N-[(4-chloro-phenyl)-phenyl-methyl]-acetamide hydrochloride (Example 3.1) and isoxazole-5-carboxylic acid. Reactants: COCc1cc(N)c2ncc(-c3ncccc3C(F)(F)F)nc2n1, CC(=O)O, O=N[O-], [Na+], O. The product is COCc1cc(O)c2ncc(-c3ncccc3C(F)(F)F)nc2n1. Reaction SMILES: [CH3:1][O:2][CH2:3][c:4]1[cH:5][c:6]([NH2:24])[c:7]2[c:8]([n:9][c:10](-[c:13]3[n:14][cH:15][cH:16][cH:17][c:18]3[C:19]([F:20])([F:21])[F:22])[cH:11][n:12]2)[n:23]1.[CH3:29][C:30](=[O:31])[OH:32].[N:25](=[O:26])[O-:27].[Na+:28].[OH2:33]>>[CH3:1][O:2][CH2:3][c:4]1[cH:5][c:6]([OH:26])[c:7]2[c:8]([n:9][c:10](-[c:13]3[n:14][cH:15][cH:16][cH:17][c:18]3[C:19]([F:20])([F:21])[F:22])[cH:11][n:12]2)[n:23]1. Reported procedure: To a ice cooled solution of 1,1′-thiocarbonyldiimidazole (7.28 g) in tetrahydrofuran (50 mL) is added [1,2,3]-thiadiazole-4-carboxylic acid (4-amino-phenyl) amide (9.0 g) in tetrahydrofuran (100 mL). After approximately one hour the solvent is removed by evaporation and the residue is dissolved in ethyl acetate. Diethyl ether is added to precipitate the crude product, which is then collected by filtration, dissolved in dichloromethane, and passed through a plug of hydrous magnesium silicate. Aft... Starting materials: ice, C(=S)(N1C=NC=C1)N1C=NC=C1 (1,1′-thiocarbonyldiimidazole), NC1=CC=C(C=C1)NC(=O)C=1N=NSC1 ([1,2,3]-thiadiazole-4-carboxylic acid (4-amino-phenyl) amide). Reaction SMILES: [C:1](N1C=CN=C1)(N1C=CN=C1)=[S:2].[NH2:13][C:14]1[CH:19]=[CH:18][C:17]([NH:20][C:21]([C:23]2[N:24]=[N:25][S:26][CH:27]=2)=[O:22])=[CH:16][CH:15]=1>O1CCCC1>[N:13]([C:14]1[CH:15]=[CH:16][C:17]([NH:20][C:21]([C:23]2[N:24]=[N:25][S:26][CH:27]=2)=[O:22])=[CH:18][CH:19]=1)=[C:1]=[S:2]. Solvent: O1CCCC1 (tetrahydrofuran), O1CCCC1 (tetrahydrofuran). The product is N(=C=S)C1=CC=C(C=C1)NC(=O)C=1N=NSC1 ([1,2,3]Thiadiazole-4-carboxylic acid (4-isothiocyanato-phenyl)-amide).